This data is from the Open Reaction Database (ORD), a public repository of structured organic reaction records. The task is: describe an organic reaction: reactants, conditions, products, and yield The reactants are COc1cc(N2CCC(N3CCN(C)CC3)CC2)c(C)cc1N, Clc1ncc(Cl)c(-c2c[nH]c3ccccc23)n1. The product is COc1cc(N2CCC(N3CCN(C)CC3)CC2)c(C)cc1Nc1ncc(Cl)c(-c2c[nH]c3ccccc23)n1. RXN SMILES: [CH3:18][O:19][c:20]1[c:21]([NH2:22])[cH:23][c:24]([CH3:40])[c:25]([N:27]2[CH2:28][CH2:29][CH:30]([N:33]3[CH2:34][CH2:35][N:36]([CH3:39])[CH2:37][CH2:38]3)[CH2:31][CH2:32]2)[cH:26]1.[Cl:1][c:2]1[n:3][cH:4][c:5]([Cl:17])[c:6](-[c:8]2[cH:9][nH:10][c:11]3[cH:12][cH:13][cH:14][cH:15][c:16]23)[n:7]1>>[c:2]1([NH:22][c:21]2[c:20]([O:19][CH3:18])[cH:26][c:25]([N:27]3[CH2:28][CH2:29][CH:30]([N:33]4[CH2:34][CH2:35][N:36]([CH3:39])[CH2:37][CH2:38]4)[CH2:31][CH2:32]3)[c:24]([CH3:40])[cH:23]2)[n:3][cH:4][c:5]([Cl:17])[c:6](-[c:8]2[cH:9][nH:10][c:11]3[cH:12][cH:13][cH:14][cH:15][c:16]23)[n:7]1. Reactants: CCOC(CCCCOCC12CC3CC(CC(C3)C1)C2)OCC, CC(C)=O, Cl. Yields the product O=CCCCCOCC12CC3CC(CC(C3)C1)C2. RXN SMILES: [CH2:1]([O:3][CH:4]([O:2][CH2:21][CH3:22])[CH2:5][CH2:6][CH2:7][CH2:8][O:9][CH2:10][C:11]12[CH2:12][CH:13]3[CH2:14][CH:15]([CH2:16][CH:17]([CH2:18]1)[CH2:19]3)[CH2:20]2)[CH3:23].[CH3:25][C:26](=[O:27])[CH3:28].[ClH:24]>>[O:3]=[CH:4][CH2:5][CH2:6][CH2:7][CH2:8][O:9][CH2:10][C:11]12[CH2:12][CH:13]3[CH2:14][CH:15]([CH2:16][CH:17]([CH2:18]1)[CH2:19]3)[CH2:20]2. As a reaction SMILES: [S:1]([C:5]1[CH:6]=[C:7]([C:15]([OH:17])=O)[C:8]2[O:13][CH2:12][CH2:11][O:10][C:9]=2[CH:14]=1)(=[O:4])(=[O:3])[NH2:2].O1CCOCC1.[N:24]1[CH:29]=[CH:28][CH:27]=[N:26][C:25]=1[N:30]1[CH2:35][CH2:34][NH:33][CH2:32][CH2:31]1.N>O.C(N(CC)CC)C>[CH2:12]1[CH2:11][O:10][C:9]2[C:8](=[C:7]([CH:6]=[C:5]([S:1](=[O:3])(=[O:4])[NH2:2])[CH:14]=2)[C:15]([N:33]2[CH2:34][CH2:35][N:30]([C:25]3[N:24]=[CH:29][CH:28]=[CH:27][N:26]=3)[CH2:31][CH2:32]2)=[O:17])[O:13]1. The reactants are S(N)(=O)(=O)C=1C=C(C2=C(OCCO2)C1)C(=O)O (7-sulfamoyl-1,4-benzodioxane-5-carboxylic acid), O1CCOCC1 (dioxane), N (ammonia), N1=C(N=CC=C1)N1CCNCC1 (1-(2-pyrimidinyl)-piperazine). Reported procedure: 146 g of 7-sulfamoyl-1,4-benzodioxane-5-carboxylic acid, 300 ml of dioxane and 57 g of triethylamine were introduced into a 1-liter 3-neck flask provided with an agitator, a thermometer and an introduction funnel. The mixture was heated to 40°-50° C. and 80 ml of water was added. The solution was cooled to a temperature of from 5°-10° C. and 61.5 g of ethyl chloroformiate was added. Agitation of the mixture was maintained for one hour at 10° C. and 93 g of 1-(2-pyrimidinyl)-piperazine was added ... The solvent is C(C)N(CC)CC (triethylamine), O (water), O (water). Isolated yield 40.3%. Run at temperature 10 celsius, time 1 hour. Yields the product C1OC2=C(C(=O)N3CCN(CC3)C3=NC=CC=N3)C=C(C=C2OC1)S(N)(=O)=O (1-(2,3-ethylenedioxy-5-sulfamoylbenzoyl)-4-(2-pyrimidinyl)-piperazine). Starting materials: Cl, CC(=O)Nc1cccc(OCCCN2CCC(c3noc4cc(F)ccc34)CC2)c1, [Na+], [OH-]. Product: Nc1cccc(OCCCN2CCC(c3noc4cc(F)ccc34)CC2)c1. Reaction SMILES: [ClH:33].[F:1][c:2]1[cH:3][c:4]2[c:5]([c:6]([CH:9]3[CH2:10][CH2:11][N:12]([CH2:15][CH2:16][CH2:17][O:18][c:19]4[cH:20][c:21]([NH:25][C:26](=[O:27])[CH3:28])[cH:22][cH:23][cH:24]4)[CH2:13][CH2:14]3)[n:7][o:8]2)[cH:29][cH:30]1.[Na+:32].[OH-:31]>>[F:1][c:2]1[cH:3][c:4]2[c:5]([c:6]([CH:9]3[CH2:10][CH2:11][N:12]([CH2:15][CH2:16][CH2:17][O:18][c:19]4[cH:20][c:21]([NH2:25])[cH:22][cH:23][cH:24]4)[CH2:13][CH2:14]3)[n:7][o:8]2)[cH:29][cH:30]1. Reactants: O (Water), NC1=CNC2=NC=C(C(=C21)N2C[C@@H](CCC2)N(C(OC(C)(C)C)=O)C)Cl ((R)-tert-Butyl 1-(3-amino-5-chloro-1H-pyrrolo[2,3-b]pyridin-4-yl)piperidin-3-yl(methyl)carbamate), C(CC)(=O)Cl (propionyl chloride), CN1CCCC1=O (NMP), [Li+].[OH-] (LiOH). Run in C(Cl)Cl (DCM), CC#N.O (CH3CN water), N1=CC=CC=C1 (pyridine). Reaction conditions: time 10 minute. Yields the product N1CC(CCC1)OC(NC)=O (piperidin-3-yl(methyl)carbamate). Yield: 46.0%. RXN SMILES: NC1C2C(=NC=C(Cl)C=2N2CCC[C@@H:13]([N:17](C)[C:18](=O)[O:19]C(C)(C)C)C2)NC=1.C(Cl)(=O)CC.[Li+].[OH-].O.[CH3:35][N:36]1[C:40](=[O:41])[CH2:39][CH2:38][CH2:37]1>N1C=CC=CC=1.CC#N.O.C(Cl)Cl>[NH:36]1[CH2:37][CH2:38][CH2:39][CH:40]([O:41][C:18](=[O:19])[NH:17][CH3:13])[CH2:35]1 |f:2.3,7.8|. Reported procedure: (R)-tert-Butyl 1-(3-amino-5-chloro-1H-pyrrolo[2,3-b]pyridin-4-yl)piperidin-3-yl(methyl)carbamate (0.300 g, 0.790 mmol; Example 112, Step A) in NMP (2 mL), pyridine (1 mL) and propionyl chloride (0.365 g, 3.95 mmol) were stirred at room temperature for 1 hour. 3M aqueous LiOH (3 mL) was then added, and the reaction was stirred for 10 minutes. Water (10 mL) and DCM (10 mL) were then added, and the organic fraction was separated, dried, filtered, and concentrated. The crude residue was purified by ...